This data is from the Open Reaction Database (ORD), a public repository of structured organic reaction records. The task is: describe an organic reaction: reactants, conditions, products, and yield The reactants are [B-](F)(F)(F)F.CCCC[P+](CCCC)(CCCC)C1SC(=C(S1)C(=O)OC)C(=O)OC (tetrafluoro borate), C(C)(C)(C)OC[C@H](CCN1CC(C1)OC1=CC=C(C=C1)F)N ((S)-1-tert-butoxymethyl-3-[3-(4-fluoro-phenoxy)-azetidin-1-yl]-propylamine), COC=1C=C(C(=O)O)C=C(C1OC)OC (3,4,5-trimethoxy-benzoic acid), C(C)(C)N(CC)C(C)C (diisopropylethylamine), N1(N=NC2=C1C=CC=C2)OC(N(C)C)=[N+](C)C ([(benzotriazol-1-yloxy)-dimethylamino methylene]-dimethyl-ammonium). The solvent is CN(C=O)C (dimethylformamide). Reaction conditions: time 5 minute. The product is C(C)(C)(C)OC[C@H](CCN1CC(C1)OC1=CC=C(C=C1)F)NC(C1=CC(=C(C(=C1)OC)OC)OC)=O (N-{(S)-1-tert-butoxymethyl-3-[3-(4-fluoro-phenoxy)-azetidin-1-yl]-propyl}-3,4,5-trimethoxy-benzamide). RXN SMILES: [CH3:1][O:2][C:3]1[CH:4]=[C:5]([CH:9]=[C:10]([O:14][CH3:15])[C:11]=1[O:12][CH3:13])[C:6]([OH:8])=O.C(N(C(C)C)CC)(C)C.N1(OC(=[N+](C)C)N(C)C)C2C=CC=CC=2N=N1.[B-](F)(F)(F)F.CCCC[P+](C1SC(C(OC)=O)=C(C(OC)=O)S1)(CCCC)CCCC.[C:73]([O:77][CH2:78][C@@H:79]([NH2:94])[CH2:80][CH2:81][N:82]1[CH2:85][CH:84]([O:86][C:87]2[CH:92]=[CH:91][C:90]([F:93])=[CH:89][CH:88]=2)[CH2:83]1)([CH3:76])([CH3:75])[CH3:74]>CN(C)C=O>[C:73]([O:77][CH2:78][C@@H:79]([NH:94][C:6](=[O:8])[C:5]1[CH:9]=[C:10]([O:14][CH3:15])[C:11]([O:12][CH3:13])=[C:3]([O:2][CH3:1])[CH:4]=1)[CH2:80][CH2:81][N:82]1[CH2:83][CH:84]([O:86][C:87]2[CH:88]=[CH:89][C:90]([F:93])=[CH:91][CH:92]=2)[CH2:85]1)([CH3:76])([CH3:74])[CH3:75] |f:3.4|. Reported procedure: A solution of 3,4,5-trimethoxy-benzoic acid (0.246 g, 1.16 mmol) and diisopropylethylamine (0.62 ml, 3.47 mmol) in dry dimethylformamide (10 ml) is treated with [(benzotriazol-1-yloxy)-dimethylamino methylene]-dimethyl-ammonium; tetrafluoro borate (0.32 g, 1.0 mmol). The reaction mixture is stirred at ambient temperature for 5 minutes, then (S)-1-tert-butoxymethyl-3-[3-(4-fluoro-phenoxy)-azetidin-1-yl]-propylamine (0.968 mmol) is added and the reaction mixture stirred for 20 hours. The dimethylf...